Dataset: the Open Reaction Database (ORD), a public repository of structured organic reaction records. Task: describe an organic reaction: reactants, conditions, products, and yield Reactants: C1(CCCCC1)N1C(=NC2=C1C=CC(=C2)CN2CCOCC2)NC2=NN(C1=CC=C(C=C21)C=2C=NC=CC2OC)COCC[Si](C)(C)C ((1-cyclohexyl-5-morpholin-4-ylmethyl-1H-benzoimidazol-2-yl)-[5-(4-methoxy-pyridin-3-yl)-1-(2-trimethylsilanyl-ethoxymethyl)-1H-indazol-3-yl]-amine), Cl (hydrogen chloride), C(C)O (ethanol). Run at temperature 78 celsius. The product is C1(CCCCC1)N1C(=NC2=C1C=CC(=C2)CN2CCOCC2)NC2=NNC1=CC=C(C=C21)C=2C=NC=CC2OC (N-(1-cyclohexyl-5-(morpholinomethyl)-1H-benzo[d]imidazol-2-yl)-5-(4-methoxypyridin-3-yl)-1H-indazol-3-amine). Reaction SMILES: [CH:1]1([N:7]2[C:11]3[CH:12]=[CH:13][C:14]([CH2:16][N:17]4[CH2:22][CH2:21][O:20][CH2:19][CH2:18]4)=[CH:15][C:10]=3[N:9]=[C:8]2[NH:23][C:24]2[C:32]3[C:27](=[CH:28][CH:29]=[C:30]([C:33]4[CH:34]=[N:35][CH:36]=[CH:37][C:38]=4[O:39][CH3:40])[CH:31]=3)[N:26](COCC[Si](C)(C)C)[N:25]=2)[CH2:6][CH2:5][CH2:4][CH2:3][CH2:2]1.Cl.C(O)C>>[CH:1]1([N:7]2[C:11]3[CH:12]=[CH:13][C:14]([CH2:16][N:17]4[CH2:22][CH2:21][O:20][CH2:19][CH2:18]4)=[CH:15][C:10]=3[N:9]=[C:8]2[NH:23][C:24]2[C:32]3[C:27](=[CH:28][CH:29]=[C:30]([C:33]4[CH:34]=[N:35][CH:36]=[CH:37][C:38]=4[O:39][CH3:40])[CH:31]=3)[NH:26][N:25]=2)[CH2:6][CH2:5][CH2:4][CH2:3][CH2:2]1. Reported procedure: A mixture of (1-cyclohexyl-5-morpholin-4-ylmethyl-1H-benzoimidazol-2-yl)-[5-(4-methoxy-pyridin-3-yl)-1-(2-trimethylsilanyl-ethoxymethyl)-1H-indazol-3-yl]-amine (15 mg, 0.000022 mol), hydrogen chloride (300 uL, 0.01 mol) and ethanol (1.2 mL, 0.020 mol) in a 5 mL test tube with a septum cover was heated at 78° C. for 2 hours. The reaction mixture was concentrated and purified by HPLC to yield 1.5 mg after lyopholizaion. Reactants: CCC[Mg+], Cc1c(C=O)c2c(c(C)c1NC(=O)CC(C)(C)C)C(c1ccc(C(C)C)cc1)CO2, [Cl-], O. Yields the product CCCC(O)c1c(C)c(NC(=O)CC(C)(C)C)c(C)c2c1OCC2c1ccc(C(C)C)cc1. As a reaction SMILES: [CH2:2]([CH2:3][CH3:4])[Mg+:5].[CH:6](=[O:7])[c:8]1[c:9]([CH3:35])[c:10]([NH:27][C:28]([CH2:29][C:30]([CH3:31])([CH3:32])[CH3:33])=[O:34])[c:11]([CH3:26])[c:12]2[c:16]1[O:15][CH2:14][CH:13]2[c:17]1[cH:18][cH:19][c:20]([CH:23]([CH3:24])[CH3:25])[cH:21][cH:22]1.[Cl-:1].[OH2:36]>>[CH2:2]([CH2:3][CH3:4])[CH:6]([OH:7])[c:8]1[c:9]([CH3:35])[c:10]([NH:27][C:28]([CH2:29][C:30]([CH3:31])([CH3:32])[CH3:33])=[O:34])[c:11]([CH3:26])[c:12]2[c:16]1[O:15][CH2:14][CH:13]2[c:17]1[cH:18][cH:19][c:20]([CH:23]([CH3:24])[CH3:25])[cH:21][cH:22]1. Reactants: NC1=C2C(C(=CN(C2=C(C(=C1F)F)Cl)C1=C(C=C(C(=C1)N)F)F)C(=O)O)=O (5-Amino-1-(5-amino-2,4-difluorophenyl)-8-chloro-6,7-difluoro-4-oxo-1,4-dihydroquinoline-3-carboxylic acid), CN (methylamine), N1=CC=CC=C1 (pyridine). Run at temperature 30 celsius, time 4 day. The product is NC1=C2C(C(=CN(C2=C(C(=C1F)NC)Cl)C1=C(C=C(C(=C1)N)F)F)C(=O)O)=O (5-Amino-1-(5-amino-2,4-difluorophenyl)-8-chloro-6-fluoro-7-methylamino-4-oxo-1,4-dihydroquinoline-3-carboxylic Acid). Reaction SMILES: NC1[C:11]([F:12])=[C:10](F)[C:9]([Cl:14])=[C:8]2[C:3]=1[C:4](=[O:27])[C:5]([C:24]([OH:26])=[O:25])=[CH:6][N:7]2[C:15]1[CH:20]=[C:19]([NH2:21])[C:18]([F:22])=[CH:17][C:16]=1[F:23].[CH3:28][NH2:29].[N:30]1C=CC=C[CH:31]=1>>[NH2:29][C:28]1[C:11]([F:12])=[C:10]([NH:30][CH3:31])[C:9]([Cl:14])=[C:8]2[C:3]=1[C:4](=[O:27])[C:5]([C:24]([OH:26])=[O:25])=[CH:6][N:7]2[C:15]1[CH:20]=[C:19]([NH2:21])[C:18]([F:22])=[CH:17][C:16]=1[F:23]. Procedure: 5-Amino-1-(5-amino-2,4-difluorophenyl)-8-chloro-6,7-difluoro-4-oxo-1,4-dihydroquinoline-3-carboxylic acid (100 mg) and a methylamine solution (82 mg) were added to pyridine (1 ml), and the mixture was heated and stirred at 30° C. for 4 days. After the reaction mixture was allowed to cool, it was concentrated under reduced pressure. Ethanol was added to the residue, and solids were collected by filtration and washed with diethyl ether to obtain the title compound (63 mg) as a brown powder. Starting materials: ClC1=C(C=CC=C1Cl)N1CCN(CC1)CCCCOC1=CC=C2CCC(NC2=C1)=O (7-{4-[4-(2,3-dichlorophenyl)-1-piperazinyl]butoxy}-3,4-dihydrocarbostyril), C(\C=C\C(=O)O)(=O)O (fumaric acid), S(=O)(=O)([O-])[O-] (sulfate). Product: ClC1=C(C=CC=C1Cl)N1CCN(CC1)CCCCOC1=CC=C2CCC(NC2=C1)=O.C(\C=C\C(=O)[O-])(=O)[O-] (7-{4-[4-(2,3-dichlorophenyl)-1-piperazinyl]butoxy}-3,4-dihydrocarbostyril·fumarate). Yield: 77.3%. Reaction SMILES: [Cl:1][C:2]1[C:7]([Cl:8])=[CH:6][CH:5]=[CH:4][C:3]=1[N:9]1[CH2:14][CH2:13][N:12]([CH2:15][CH2:16][CH2:17][CH2:18][O:19][C:20]2[CH:29]=[C:28]3[C:23]([CH2:24][CH2:25][C:26](=[O:30])[NH:27]3)=[CH:22][CH:21]=2)[CH2:11][CH2:10]1.[C:31]([OH:38])(=[O:37])/[CH:32]=[CH:33]/[C:34]([OH:36])=[O:35].S([O-])([O-])(=O)=O>>[Cl:1][C:2]1[C:7]([Cl:8])=[CH:6][CH:5]=[CH:4][C:3]=1[N:9]1[CH2:14][CH2:13][N:12]([CH2:15][CH2:16][CH2:17][CH2:18][O:19][C:20]2[CH:29]=[C:28]3[C:23]([CH2:24][CH2:25][C:26](=[O:30])[NH:27]3)=[CH:22][CH:21]=2)[CH2:11][CH2:10]1.[C:31]([O-:38])(=[O:37])/[CH:32]=[CH:33]/[C:34]([O-:36])=[O:35] |f:3.4|. Procedure details: By using 1.0 g of 7-{4-[4-(2,3-dichlorophenyl)-1-piperazinyl]butoxy}-3,4-dihydrocarbostyril and 290 mg of fumaric acid, and treated by procedures similar to those employed in the case of preparation of the sulfate as mentioned above, and recrystallized from ethanol to yield 0.97 g of 7-{4-[4-(2,3-dichlorophenyl)-1-piperazinyl]butoxy}-3,4-dihydrocarbostyril·fumarate.